From a dataset of the Open Reaction Database (ORD), a public repository of structured organic reaction records. describe an organic reaction: reactants, conditions, products, and yield The reactants are C(=O)(O)CCN(CCNC(=O)[C@]12[C@@H]([C@H]3CC[C@@H]4[C@]5(CC=C(C([C@@H]5CC[C@]4([C@@]3(CC1)C)C)(C)C)C1=CC=C(C(=O)O)C=C1)C)[C@@H](CC2)C(=C)C)CC (4-((1R,3aS,5aR,5bR,7aR,11aS,11bR,13aR,13bR)-3a-(2-((2-carboxyethyl)(ethyl)amino)ethylcarbamoyl)-5a,5b,8,8,11a-pentamethyl-1-(prop-1-en-2-yl)-2,3,3a,4,5,5a,5b,6,7,7a,8,11,11a,11b,12,13,13a,13b-octadecahydro-1H-cyclopenta[a]chrysen-9-yl)benzoic acid), IC(C)C (2-iodopropane). Product: C(=O)(O)CCN(CCNC(=O)[C@]12[C@@H]([C@H]3CC[C@@H]4[C@]5(CC=C(C([C@@H]5CC[C@]4([C@@]3(CC1)C)C)(C)C)C1=CC=C(C(=O)O)C=C1)C)[C@@H](CC2)C(=C)C)C(C)C (4-((1R,3aS,5aR,5bR,7aR,11aS,11bR,13aR,13bR)-3a-(2-((2-carboxyethyl)(isopropyl)amino)ethylcarbamoyl)-5a,5b,8,8,11a-pentamethyl-1-(prop-1-en-2-yl)-2,3,3a,4,5,5a,5b,6,7,7a,8,11,11a,11b,12,13,13a,13b-octadecahydro-1H-cyclopenta[a]chrysen-9-yl)benzoic acid), solid. Isolated yield 66.0%. As a reaction SMILES: [C:1]([CH2:4][CH2:5][N:6]([CH2:50][CH3:51])[CH2:7][CH2:8][NH:9][C:10]([C@:12]12[CH2:46][CH2:45][C@@H:44]([C:47]([CH3:49])=[CH2:48])[C@@H:13]1[C@@H:14]1[C@@:27]([CH3:30])([CH2:28][CH2:29]2)[C@@:26]2([CH3:31])[C@@H:17]([C@:18]3([CH3:43])[C@@H:23]([CH2:24][CH2:25]2)[C:22]([CH3:33])([CH3:32])[C:21]([C:34]2[CH:42]=[CH:41][C:37]([C:38]([OH:40])=[O:39])=[CH:36][CH:35]=2)=[CH:20][CH2:19]3)[CH2:16][CH2:15]1)=[O:11])([OH:3])=[O:2].I[CH:53](C)C>>[C:1]([CH2:4][CH2:5][N:6]([CH:50]([CH3:53])[CH3:51])[CH2:7][CH2:8][NH:9][C:10]([C@:12]12[CH2:46][CH2:45][C@@H:44]([C:47]([CH3:49])=[CH2:48])[C@@H:13]1[C@@H:14]1[C@@:27]([CH3:30])([CH2:28][CH2:29]2)[C@@:26]2([CH3:31])[C@@H:17]([C@:18]3([CH3:43])[C@@H:23]([CH2:24][CH2:25]2)[C:22]([CH3:33])([CH3:32])[C:21]([C:34]2[CH:42]=[CH:41][C:37]([C:38]([OH:40])=[O:39])=[CH:36][CH:35]=2)=[CH:20][CH2:19]3)[CH2:16][CH2:15]1)=[O:11])([OH:3])=[O:2]. Reported procedure: The title compound was prepared following the method described above for the preparation of 4-((1R,3aS,5aR,5bR,7aR,11aS,11bR,13aR,13bR)-3a-(2-((2-carboxyethyl)(ethyl)amino)ethylcarbamoyl)-5a,5b,8,8,11a-pentamethyl-1-(prop-1-en-2-yl)-2,3,3a,4,5,5a,5b,6,7,7a,8,11,11a,11b,12,13,13a,13b-octadecahydro-1H-cyclopenta[a]chrysen-9-yl)benzoic acid (example 89) using 2-iodopropane as alkylating reagent. The product was isolated as a white solid (12 mg, 66%). LCMS: m/e 715.62 (M+H)+, 2.08 min (method 1). 1H... Starting materials: FC1=CC=C(C=O)C=C1 (4-Fluorobenzaldehyde), C(C)(=O)[O-].[Na+] (sodium acetate), C(#N)[BH3-].[Na+] (sodium cyanoborohydride), Cl.C(C)OC(CC(C1CC1)N)=O (racemic 3-amino-3-cyclopropyl-propionic acid ethyl ester hydrochloride). Solvent: CO (methanol). Conditions: temperature 25 celsius, time 17 hour. Yields the product C(C)OC(CC(NCC1=CC=C(C=C1)F)C1CC1)=O (rac-3-cyclopropyl-3-(4-fluoro-benzylamino)-propionic acid ethyl ester). Yield: 53.7%. As a reaction SMILES: [F:1][C:2]1[CH:9]=[CH:8][C:5]([CH:6]=O)=[CH:4][CH:3]=1.C([O-])(=O)C.[Na+].C([BH3-])#N.[Na+].Cl.[CH2:20]([O:22][C:23](=[O:30])[CH2:24][CH:25]([NH2:29])[CH:26]1[CH2:28][CH2:27]1)[CH3:21]>CO>[CH2:20]([O:22][C:23](=[O:30])[CH2:24][CH:25]([CH:26]1[CH2:28][CH2:27]1)[NH:29][CH2:6][C:5]1[CH:8]=[CH:9][C:2]([F:1])=[CH:3][CH:4]=1)[CH3:21] |f:1.2,3.4,5.6|. Procedure: 4-Fluorobenzaldehyde (0.565 mL, 5.27 mmol), sodium acetate (0.864 g, 10.5 mmol), powdered/activated 4 Å molecular sieves (1.0 g) and sodium cyanoborohydride (0.662 g, 10.5 mmol) were added sequentially to a solution of racemic 3-amino-3-cyclopropyl-propionic acid ethyl ester hydrochloride (1.02 g, 5.27 mmol) in methanol (25 mL) at 25° C. The mixture was stirred at 25° C. for 17 h, and then was filtered through Celite. The Celite was washed with methanol (2×30 mL) and the combined filtrate and wa... Reactants: ClC=1C(=NOC1C1=CC=C(C=C1)C(F)(F)F)C(=O)O (4-chloro-5-(4-(trifluoromethyl)phenyl)isoxazole-3-carboxylic acid), C(C(=O)Cl)(=O)Cl (oxalyl chloride), ClCCl (dichloromethane). Run in CN(C=O)C (N,N-dimethylformamide). Run at time 6 hour. Yields the product ClC=1C(=NOC1C1=CC=C(C=C1)C(F)(F)F)C(=O)Cl (4-chloro-5-(4-(trifluoromethyl)phenyl)isoxazole-3-carbonyl chloride). The yield is 97.3%. RXN SMILES: [Cl:1][C:2]1[C:3]([C:17]([OH:19])=O)=[N:4][O:5][C:6]=1[C:7]1[CH:12]=[CH:11][C:10]([C:13]([F:16])([F:15])[F:14])=[CH:9][CH:8]=1.C(Cl)(=O)C([Cl:23])=O.ClCCl>CN(C)C=O>[Cl:1][C:2]1[C:3]([C:17]([Cl:23])=[O:19])=[N:4][O:5][C:6]=1[C:7]1[CH:12]=[CH:11][C:10]([C:13]([F:16])([F:15])[F:14])=[CH:9][CH:8]=1. Procedure details: To a mixture of 4-chloro-5-(4-(trifluoromethyl)phenyl)isoxazole-3-carboxylic acid (0.33 g, 1.13 mmol), oxalyl chloride (0.45 mL, 5.16 mmol) and dichloromethane (10 mL) was added a drop of N,N-dimethylformamide. The reaction mixture was stirred at room temperature for 6 hours. The volatiles were removed in vacuo to obtain 4-chloro-5-(4-(trifluoromethyl)phenyl)isoxazole-3-carbonyl chloride (0.34 g, 1.1 mmol)